Dataset: the Open Reaction Database (ORD), a public repository of structured organic reaction records. Task: describe an organic reaction: reactants, conditions, products, and yield Starting materials: Cc1ccc(C=O)cc1, NC(=O)c1ccc2[nH]c(-c3ccc(OCCC4CCCCN4)cc3)nc2c1, CN(C)C=O. Yields the product Cc1ccc(CN2CCCCC2CCOc2ccc(-c3nc4cc(C(N)=O)ccc4[nH]3)cc2)cc1. As a reaction SMILES: [CH3:28][c:29]1[cH:30][cH:31][c:32]([CH:33]=[O:34])[cH:35][cH:36]1.[NH:1]1[CH:2]([CH2:7][CH2:8][O:9][c:10]2[cH:11][cH:12][c:13](-[c:16]3[n:17][c:18]4[c:19]([nH:20]3)[cH:21][cH:22][c:23]([C:25](=[O:26])[NH2:27])[cH:24]4)[cH:14][cH:15]2)[CH2:3][CH2:4][CH2:5][CH2:6]1.[O:37]=[CH:38][N:39]([CH3:40])[CH3:41]>>[N:1]1([CH2:33][c:32]2[cH:31][cH:30][c:29]([CH3:28])[cH:36][cH:35]2)[CH:2]([CH2:7][CH2:8][O:9][c:10]2[cH:11][cH:12][c:13](-[c:16]3[n:17][c:18]4[c:19]([nH:20]3)[cH:21][cH:22][c:23]([C:25](=[O:26])[NH2:27])[cH:24]4)[cH:14][cH:15]2)[CH2:3][CH2:4][CH2:5][CH2:6]1. The reactants are S(O)(O)(=O)=O (sulphuric acid), OC1=CC=C(C(=O)O)C=C1 (4-Hydroxybenzoic acid), CO (methanol), O (water). Yields the product OC1=CC=C(C(=O)OC)C=C1 (methyl 4-hydroxybenzoate). RXN SMILES: [OH:1][C:2]1[CH:10]=[CH:9][C:5]([C:6]([OH:8])=[O:7])=[CH:4][CH:3]=1.S(=O)(=O)(O)O.O.[CH3:17]O>>[OH:1][C:2]1[CH:10]=[CH:9][C:5]([C:6]([O:8][CH3:17])=[O:7])=[CH:4][CH:3]=1. Reported procedure: 4-Hydroxybenzoic acid (10 g) was dissolved in methanol (200 ml.), concentrated sulphuric acid (2 ml.) was added and the mixture boiled under reflux for 18 hours. The resulting mixture was poured into iced water, extracted with 2×100 ml. of diethyl ether, washed with 2×100 ml. saturated sodium bicarbonate solution, 1×100 ml. of water, dried and evaporated to give methyl 4-hydroxybenzoate. The phenolic ester was benzylated using method 1A to give the title compound, m.p. 99° C. Starting materials: C(C)(C)(C)[Si](C)(C)OCC1=CC=C(C=C1)I (tert-butyl[(4-iodobenzyl)oxy]dimethylsilane), BrC1=C(C=C(C=C1)B(O)O)F ((4-bromo-3-fluorophenyl)boronic acid). Product: BrC1=C(C=C(C=C1)C1=CC=C(C=C1)CO[Si](C)(C)C(C)(C)C)F ([(4′-Bromo-3′-fluorobiphenyl-4-yl)methoxy](tert-butyl)dimethylsilane). Isolated yield 73.0%. As a reaction SMILES: [C:1]([Si:5]([O:8][CH2:9][C:10]1[CH:15]=[CH:14][C:13](I)=[CH:12][CH:11]=1)([CH3:7])[CH3:6])([CH3:4])([CH3:3])[CH3:2].[Br:17][C:18]1[CH:23]=[CH:22][C:21](B(O)O)=[CH:20][C:19]=1[F:27]>>[Br:17][C:18]1[CH:23]=[CH:22][C:21]([C:13]2[CH:14]=[CH:15][C:10]([CH2:9][O:8][Si:5]([C:1]([CH3:4])([CH3:3])[CH3:2])([CH3:7])[CH3:6])=[CH:11][CH:12]=2)=[CH:20][C:19]=1[F:27]. Procedure: In accordance with Example 4-(2), but using tert-butyl[(4-iodobenzyl)oxy]dimethylsilane instead of tert-butyl[2-(4-iodophenyl)ethoxy]dimethylsilane, and (4-bromo-3-fluorophenyl)boronic acid instead of (4-bromophenyl)boronic acid, the title compound (yield 73%) was afforded as a white solid. Reactants: C(C)(C)(C)OC(N(C1=C(C2=C(S1)C=CC=C2)C)CC2=CC(=C(C=C2)F)F)=O ((3,4-Difluoro-benzyl)-(3-methyl-benzo[b]thiophen-2-yl)-carbamic acid tert-butyl ester). The solvent is ClCCl (dichloromethane), FC(C(=O)O)(F)F (trifluoroacetic acid). Product: FC=1C=C(CNC2=C(C3=C(S2)C=CC=C3)C)C=CC1F ((3,4-Difluoro-benzyl)-(3-methyl-benzo[b]thiophen-2-yl)-amine). As a reaction SMILES: C(OC(=O)[N:7]([CH2:18][C:19]1[CH:24]=[CH:23][C:22]([F:25])=[C:21]([F:26])[CH:20]=1)[C:8]1[S:12][C:11]2[CH:13]=[CH:14][CH:15]=[CH:16][C:10]=2[C:9]=1[CH3:17])(C)(C)C>ClCCl.FC(F)(F)C(O)=O>[F:26][C:21]1[CH:20]=[C:19]([CH:24]=[CH:23][C:22]=1[F:25])[CH2:18][NH:7][C:8]1[S:12][C:11]2[CH:13]=[CH:14][CH:15]=[CH:16][C:10]=2[C:9]=1[CH3:17]. Procedure: A solution of compound 125-C (2.7 g, 6.9 mmol) in dichloromethane (40 mL) and trifluoroacetic acid (40 mL) was stirred at rt for 4 h. The solvent was evaporated in vacuo, and the residue partitioned between dichloromethane and saturated aqueous sodium bicarbonate. The organic layer was dried over sodium sulfate, and the solvent evaporated in vacuo to afford compound 125-D as a colorless solid (1.86 g, 93%). 1H-NMR (CDCl3): δ 2.16 (s, 3H), 4.37 (s, 2H), 7.09-7.32 (m, 5H), 7.40 (d, 1H), 7.60 (d, 1...